Dataset: the Open Reaction Database (ORD), a public repository of structured organic reaction records. Task: describe an organic reaction: reactants, conditions, products, and yield The reactants are FC1=C(C=C2C(NC(=NC2=C1)N1N=CC(=C1)C(=O)OCC)=O)C(C)C (ethyl 1-(7-fluoro-6-isopropyl-4-oxo-3,4-dihydroquinazolin-2-yl)-1H-pyrazole-4-carboxylate), C1(CC1)N (cyclopropyl amine). Yields the product C1(CC1)NC1=NC(=NC2=CC(=C(C=C12)C(C)C)F)N1N=CC(=C1)C(=O)O (1-(4-(Cyclopropylamino)-7-fluoro-6-isopropylquinazolin-2-yl)-1H-pyrazole-4-carboxylic acid). RXN SMILES: [F:1][C:2]1[CH:11]=[C:10]2[C:5]([C:6](=O)[NH:7][C:8]([N:12]3[CH:16]=[C:15]([C:17]([O:19]CC)=[O:18])[CH:14]=[N:13]3)=[N:9]2)=[CH:4][C:3]=1[CH:23]([CH3:25])[CH3:24].[CH:26]1([NH2:29])[CH2:28][CH2:27]1>>[CH:26]1([NH:29][C:6]2[C:5]3[C:10](=[CH:11][C:2]([F:1])=[C:3]([CH:23]([CH3:25])[CH3:24])[CH:4]=3)[N:9]=[C:8]([N:12]3[CH:16]=[C:15]([C:17]([OH:19])=[O:18])[CH:14]=[N:13]3)[N:7]=2)[CH2:28][CH2:27]1. Procedure: The above compound may be made analogous to Example 1 using ethyl 1-(7-fluoro-6-isopropyl-4-oxo-3,4-dihydroquinazolin-2-yl)-1H-pyrazole-4-carboxylate in step D and cyclopropyl amine in step E. MS (ESI): predicted mass calcd. for C18H18FN5O2, 355.1 The reactants are COC(=O)CBr, [K+], [K+], O=C([O-])[O-], CN(C)C=O, Cc1ncnc(C)c1C(=O)NCCC(C)N1CCC(N(Cc2ccsc2)c2ccc(O)cc2)CC1. Yields the product COC(=O)COc1ccc(N(Cc2ccsc2)C2CCN(C(C)CCNC(=O)c3c(C)ncnc3C)CC2)cc1. As a reaction SMILES: [Br:36][CH2:37][C:38](=[O:39])[O:40][CH3:41].[K+:42].[K+:43].[O-:44][C:45]([O-:46])=[O:47].[O:48]=[CH:49][N:50]([CH3:51])[CH3:52].[OH:1][c:2]1[cH:3][cH:4][c:5]([N:8]([CH:9]2[CH2:10][CH2:11][N:12]([CH:15]([CH2:16][CH2:17][NH:18][C:19](=[O:20])[c:21]3[c:22]([CH3:28])[n:23][cH:24][n:25][c:26]3[CH3:27])[CH3:29])[CH2:13][CH2:14]2)[CH2:30][c:31]2[cH:32][s:33][cH:34][cH:35]2)[cH:6][cH:7]1>>[O:1]([c:2]1[cH:3][cH:4][c:5]([N:8]([CH:9]2[CH2:10][CH2:11][N:12]([CH:15]([CH2:16][CH2:17][NH:18][C:19](=[O:20])[c:21]3[c:22]([CH3:28])[n:23][cH:24][n:25][c:26]3[CH3:27])[CH3:29])[CH2:13][CH2:14]2)[CH2:30][c:31]2[cH:32][s:33][cH:34][cH:35]2)[cH:6][cH:7]1)[CH2:37][C:38](=[O:39])[O:40][CH3:41]. Starting materials: S1C(=NC=C1)N (2-thiazolamine), BrCC(CCN1CCC(CC1)NC1=NC2=C(N1CC1=CC=C(C=C1)F)C=CC=C2)=O (1-bromo-4-[4-[[1-[(4-fluorophenyl)methyl]-1H-benzimidazol-2-yl]amino]-1-piperidinyl]-2-butanone), C([O-])([O-])=O.[Na+].[Na+] (sodium carbonate), CC1=CC=CC=C1 (methylbenzene). Solvent: O (water). Yields the product FC1=CC=C(C=C1)CN1C(=NC2=C1C=CC=C2)NC2CCN(CC2)CCC=2N=C1SC=CN1C2 (1-[(4-fluorophenyl)methyl]-N-[1-[2-(imidazo[2,1-b]thiazol-6-yl)ethyl]-4-piperidinyl]-1H-benzimidazol-2-amine). Isolated yield 5.3%. As a reaction SMILES: [S:1]1[CH:5]=[CH:4][N:3]=[C:2]1[NH2:6].Br[CH2:8][C:9](=O)[CH2:10][CH2:11][N:12]1[CH2:17][CH2:16][CH:15]([NH:18][C:19]2[N:23]([CH2:24][C:25]3[CH:30]=[CH:29][C:28]([F:31])=[CH:27][CH:26]=3)[C:22]3[CH:32]=[CH:33][CH:34]=[CH:35][C:21]=3[N:20]=2)[CH2:14][CH2:13]1.C(=O)([O-])[O-].[Na+].[Na+].CC1C=CC=CC=1>O>[F:31][C:28]1[CH:29]=[CH:30][C:25]([CH2:24][N:23]2[C:22]3[CH:32]=[CH:33][CH:34]=[CH:35][C:21]=3[N:20]=[C:19]2[NH:18][CH:15]2[CH2:14][CH2:13][N:12]([CH2:11][CH2:10][C:9]3[N:6]=[C:2]4[N:3]([CH:8]=3)[CH:4]=[CH:5][S:1]4)[CH2:17][CH2:16]2)=[CH:26][CH:27]=1 |f:2.3.4|. Reported procedure: A mixture of 2 parts of 2-thiazolamine, 12.7 parts of 1-bromo-4-[4-[[1-[(4-fluorophenyl)methyl]-1H-benzimidazol-2-yl]amino]-1-piperidinyl]-2-butanone, 6.4 parts of sodium carbonate and 135 parts of methylbenzene was stirred and refluxed for 3 hours using a water separator. The whole was filtered and the filtrate was evaporated. The residue was purified twice by column chromatography over silica gel using a mixture of trichloromethane and methanol, saturated with ammonia, (96:4 by volume) as elue... Reactants: N1N=CC=C1 (pyrazole), ClC=1N=C(C2=C(N1)SC(=C2)[N+](=O)[O-])NCC2=CC1=C(C=C2)OCCO1 (2-chloro-6-nitro-4-(3,4-ethylendioxybenzylamino)-thieno-[2,3-d]-pyrimidin e). Yields the product N1(N=CC=C1)C=1N=C(C2=C(N1)SC(=C2)[N+](=O)[O-])NCC2=CC1=C(C=C2)OCCO1 (2-(pyrazol-1-yl)-6-nitro-4-(3,4-ethylendioxybenzylamino)-thieno-[2,3-d]-pyrimidine). Procedure details: Following the procedure of Example 97, the reaction of pyrazole with 2-chloro-6-nitro-4-(3,4-ethylendioxybenzylamino)-thieno-[2,3-d]-pyrimidin e gives 2-(pyrazol-1-yl)-6-nitro-4-(3,4-ethylendioxybenzylamino)-thieno-[2,3-d]-pyrimidine. As a reaction SMILES: [NH:1]1[CH:5]=[CH:4][CH:3]=[N:2]1.Cl[C:7]1[N:8]=[C:9]([NH:19][CH2:20][C:21]2[CH:26]=[CH:25][C:24]3[O:27][CH2:28][CH2:29][O:30][C:23]=3[CH:22]=2)[C:10]2[CH:15]=[C:14]([N+:16]([O-:18])=[O:17])[S:13][C:11]=2[N:12]=1>>[N:1]1([C:7]2[N:8]=[C:9]([NH:19][CH2:20][C:21]3[CH:26]=[CH:25][C:24]4[O:27][CH2:28][CH2:29][O:30][C:23]=4[CH:22]=3)[C:10]3[CH:15]=[C:14]([N+:16]([O-:18])=[O:17])[S:13][C:11]=3[N:12]=2)[CH:5]=[CH:4][CH:3]=[N:2]1. Starting materials: resultant solution, COC=1C=C(C=CC1OC)/C(/C#N)=C/C1=CC(=CC=C1)[N+](=O)[O-] ((Z)-2-(3,4-dimethoxy-phenyl)-3-(3-nitro-phenyl)-acrylonitrile), resultant mixture. Reagents/catalysts: [Zn] (Zinc). The solvent is C(C)(=O)O (acetic acid). The product is NC=1C=C(C=CC1)\C=C(/C#N)\C1=CC(=C(C=C1)OC)OC ((Z)-3-(3-amino-phenyl)-2-(3,4-dimethoxy-phenyl)-acrylonitrile). Yield: 79.9%. RXN SMILES: [CH3:1][O:2][C:3]1[CH:4]=[C:5](/[C:11](=[CH:14]/[C:15]2[CH:20]=[CH:19][CH:18]=[C:17]([N+:21]([O-])=O)[CH:16]=2)/[C:12]#[N:13])[CH:6]=[CH:7][C:8]=1[O:9][CH3:10]>C(O)(=O)C.[Zn]>[NH2:21][C:17]1[CH:16]=[C:15](/[CH:14]=[C:11](/[C:5]2[CH:6]=[CH:7][C:8]([O:9][CH3:10])=[C:3]([O:2][CH3:1])[CH:4]=2)\[C:12]#[N:13])[CH:20]=[CH:19][CH:18]=1. Procedure: Compound 33 (1.80 g) was dissolved in acetic acid. Zinc powder was added to the resultant solution, and the resultant mixture was stirred for four hours. The mixture was concentrated to dryness under reduced pressure, followed by purification by use of a silica gel column, to thereby produce the target product (1.30 g, yield: 80%).